This data is from the Open Reaction Database (ORD), a public repository of structured organic reaction records. The task is: describe an organic reaction: reactants, conditions, products, and yield Starting materials: ClC1C(CCCC1)=O (2-chlorocyclohexanone), C(C1=CC=CC=C1)N1CCC(CC1)C(=O)N (1-benzylpiperidine-4-carboxylic acid amide). Reaction conditions: temperature 160 celsius. Yields the product C(C1=CC=CC=C1)N1CCC(CC1)C=1OC2=C(N1)CCCC2 (2-(1-benzylpiperidin-4-yl)-4,5,6,7-tetrahydrobenzoxazole). Yield: 70.9%. Reaction SMILES: Cl[CH:2]1[CH2:7][CH2:6][CH2:5][CH2:4][C:3]1=[O:8].[CH2:9]([N:16]1[CH2:21][CH2:20][CH:19]([C:22]([NH2:24])=O)[CH2:18][CH2:17]1)[C:10]1[CH:15]=[CH:14][CH:13]=[CH:12][CH:11]=1>>[CH2:9]([N:16]1[CH2:21][CH2:20][CH:19]([C:22]2[O:8][C:3]3[CH2:4][CH2:5][CH2:6][CH2:7][C:2]=3[N:24]=2)[CH2:18][CH2:17]1)[C:10]1[CH:15]=[CH:14][CH:13]=[CH:12][CH:11]=1. Procedure: A mixture of 2.43 g 2-chlorocyclohexanone and 1 g 1-benzylpiperidine-4-carboxylic acid amide (see WO2005/61483) is heated to 160° C. in the microwave until there is no further reaction. The product is purified by chromatography. 963 mg of the product are obtained. Analytical HPLC-MS (method B): RT=1.28 min. Reactants: N#CCc1ccc(Nc2ccc(C(N)=O)cn2)cc1, CO, C1CCOC1. Product: NCCc1ccc(Nc2ccc(C(N)=O)cn2)cc1. As a reaction SMILES: [C:1](#[N:2])[CH2:3][c:4]1[cH:5][cH:6][c:7]([NH:10][c:11]2[n:12][cH:13][c:14]([C:15](=[O:16])[NH2:17])[cH:18][cH:19]2)[cH:8][cH:9]1.[CH3:25][OH:26].[O:20]1[CH2:21][CH2:22][CH2:23][CH2:24]1>>[CH2:1]([NH2:2])[CH2:3][c:4]1[cH:5][cH:6][c:7]([NH:10][c:11]2[n:12][cH:13][c:14]([C:15](=[O:16])[NH2:17])[cH:18][cH:19]2)[cH:8][cH:9]1. Run at time 2 hour. Procedure: To a stirred solution of tert-butyl 3-[3-(1-azidoethyl)-5-chloro-6-fluoro-2-methoxyphenyl]azetidine-1-carboxylate (0.084 g, 0.22 mmol) in THF (1 mL)/water (0.2 mL) was added 1.0 M trimethylphosphine in THF (0.33 mL, 0.33 mmol) at room temperature and the mixture was stirred at room temperature for 2 hours. The reaction mixture was diluted with water and extracted with EtOAc. The combined organic layers were dried over MgSO4 and concentrated to give the desired product to be used in the next step... The solvent is C1CCOC1 (THF), C1CCOC1 (THF), O (water), O (water). Reactants: N(=[N+]=[N-])C(C)C=1C(=C(C(=C(C1)Cl)F)C1CN(C1)C(=O)OC(C)(C)C)OC (tert-butyl 3-[3-(1-azidoethyl)-5-chloro-6-fluoro-2-methoxyphenyl]azetidine-1-carboxylate), CP(C)C (trimethylphosphine). Yields the product NC(C)C=1C(=C(C(=C(C1)Cl)F)C1CN(C1)C(=O)OC(C)(C)C)OC (tert-Butyl 3-[3-(1-aminoethyl)-5-chloro-6-fluoro-2-methoxyphenyl]azetidine-1-carboxylate). Reaction SMILES: [N:1]([CH:4]([C:6]1[C:7]([O:25][CH3:26])=[C:8]([CH:14]2[CH2:17][N:16]([C:18]([O:20][C:21]([CH3:24])([CH3:23])[CH3:22])=[O:19])[CH2:15]2)[C:9]([F:13])=[C:10]([Cl:12])[CH:11]=1)[CH3:5])=[N+]=[N-].CP(C)C>C1COCC1.O>[NH2:1][CH:4]([C:6]1[C:7]([O:25][CH3:26])=[C:8]([CH:14]2[CH2:17][N:16]([C:18]([O:20][C:21]([CH3:23])([CH3:22])[CH3:24])=[O:19])[CH2:15]2)[C:9]([F:13])=[C:10]([Cl:12])[CH:11]=1)[CH3:5]. The reactants are C1COCCO1, CO, ClC(Cl)Cl, Cl, CC(C)(C)OC(=O)NC(Cc1c(F)cccc1F)CN1C(=O)c2ccccc2C1=O. The product is NC(Cc1c(F)cccc1F)CN1C(=O)c2ccccc2C1=O. RXN SMILES: [CH2:32]1[O:33][CH2:34][CH2:35][O:36][CH2:37]1.[CH3:42][OH:43].[CH:38]([Cl:39])([Cl:40])[Cl:41].[ClH:31].[F:1][c:2]1[c:3]([CH2:9][CH:10]([CH2:11][N:12]2[C:13](=[O:22])[c:14]3[cH:15][cH:16][cH:17][cH:18][c:19]3[C:20]2=[O:21])[NH:23][C:24](=[O:25])[O:26][C:27]([CH3:28])([CH3:29])[CH3:30])[c:4]([F:8])[cH:5][cH:6][cH:7]1>>[F:1][c:2]1[c:3]([CH2:9][CH:10]([CH2:11][N:12]2[C:13](=[O:22])[c:14]3[cH:15][cH:16][cH:17][cH:18][c:19]3[C:20]2=[O:21])[NH2:23])[c:4]([F:8])[cH:5][cH:6][cH:7]1. Starting materials: COC=1NC(=C(C(N1)C1=CC(=CC=C1)[N+](=O)[O-])C(=O)OCC)C (1,4-dihydro-2-methoxy-6-methyl-4-(3-nitrophenyl)-5-pyrimidinecarboxylic acid, ethyl ester), ClC(=O)OCC (ethyl chloroformate). Run in ClCCl (dichloromethane), N1=CC=CC=C1 (pyridine). Run at time 1 hour. Yields the product COC=1N(C(C(=C(N1)C)C(=O)OCC)C1=CC(=CC=C1)[N+](=O)[O-])C(=O)OCC (2-Methoxy-4-methyl-6-(3-nitrophenyl)-1,5(6H)-pyrimidinedicarboxylic acid, diethyl ester). Reaction SMILES: [CH3:1][O:2][C:3]1[NH:4][C:5]([CH3:23])=[C:6]([C:18]([O:20][CH2:21][CH3:22])=[O:19])[CH:7]([C:9]2[CH:14]=[CH:13][CH:12]=[C:11]([N+:15]([O-:17])=[O:16])[CH:10]=2)[N:8]=1.Cl[C:25]([O:27][CH2:28][CH3:29])=[O:26]>ClCCl.N1C=CC=CC=1>[CH3:1][O:2][C:3]1[N:8]([C:25]([O:27][CH2:28][CH3:29])=[O:26])[CH:7]([C:9]2[CH:14]=[CH:13][CH:12]=[C:11]([N+:15]([O-:17])=[O:16])[CH:10]=2)[C:6]([C:18]([O:20][CH2:21][CH3:22])=[O:19])=[C:5]([CH3:23])[N:4]=1. Procedure: A solution of 1,4-dihydro-2-methoxy-6-methyl-4-(3-nitrophenyl)-5-pyrimidinecarboxylic acid, ethyl ester (3.19 g, 10.0 mmoles) in dry dichloromethane (15 ml) and pyridine (4 ml) was cooled to 0° C. and treated dropwise with ethyl chloroformate (1.2 ml, 12.0 mmoles) under argon. After the addition was completed, the cooling bath was removed and the reaction was allowed to stir at room temperature for 1 hour. It was then diluted with ethyl acetate and the resulting solution was washed with water, s... The reactants are CNCc1ccc(OC)cc1, CO, COc1ccc(CN(c2cc(Cl)nn3c(C#N)cnc23)C2CC2)cc1, O=C(O)C(F)(F)F. Yields the product COc1ccc(CN(C)c2cc(Cl)nn3c(C#N)cnc23)cc1. As a reaction SMILES: [CH3:1][O:2][c:3]1[cH:4][cH:5][c:6]([CH2:7][NH:8][CH3:9])[cH:10][cH:11]1.[CH3:44][OH:45].[Cl:12][c:13]1[cH:14][c:15]([N:24]([CH2:25][c:26]2[cH:27][cH:28][c:29]([O:32][CH3:33])[cH:30][cH:31]2)[CH:34]2[CH2:35][CH2:36]2)[c:16]2[n:17]([n:18]1)[c:19]([C:22]#[N:23])[cH:20][n:21]2.[F:37][C:38]([F:39])([F:40])[C:41]([OH:42])=[O:43]>>[Cl:12][c:13]1[cH:14][c:15]([N:24]([CH2:25][c:26]2[cH:27][cH:28][c:29]([O:32][CH3:33])[cH:30][cH:31]2)[CH3:34])[c:16]2[n:17]([n:18]1)[c:19]([C:22]#[N:23])[cH:20][n:21]2.